Dataset: the Open Reaction Database (ORD), a public repository of structured organic reaction records. Task: describe an organic reaction: reactants, conditions, products, and yield Yields the product CN(C(=O)C1CCNCC1)C (N,N-dimethylpiperidine-4-carboxamide). RXN SMILES: [CH3:1][N:2]([CH3:21])[C:3]([CH:5]1[CH2:10][CH2:9][N:8](C(OCC2C=CC=CC=2)=O)[CH2:7][CH2:6]1)=[O:4].CO.[H][H]>[Pd]>[CH3:1][N:2]([CH3:21])[C:3]([CH:5]1[CH2:6][CH2:7][NH:8][CH2:9][CH2:10]1)=[O:4]. Reactants: CN(C(=O)C1CCN(CC1)C(=O)OCC1=CC=CC=C1)C (benzyl 4-[(dimethylamino)carbonyl]piperidine-1-carboxylate), CO (methanol), [H][H] (hydrogen). Reagents/catalysts: [Pd] (Palladium). Procedure: Palladium (10.0 mg, 9.40E-6 mol) was added to a solution of benzyl 4-[(dimethylamino)carbonyl]piperidine-1-carboxylate (190.0 mg, 0.0006544 mol) in methanol (5.0 mL, 0.12 mol) under nitrogen. The mixture was hydrogenised with a balloon filled with hydrogen for 3 h. The mixture was filtered and the filtrate was concentrated to give the desired product. The reactants are NC1=NC(c2cccc(Br)c2)(c2ccnc(C3CC3)c2)c2cccc(F)c21, O=C([O-])[O-], COCCOC, CCO, CCOC(C)=O, [Cs+], [Cs+], O, OB(O)c1cncnc1. Product: NC1=NC(c2cccc(-c3cncnc3)c2)(c2ccnc(C3CC3)c2)c2cccc(F)c21. As a reaction SMILES: [Br:1][c:2]1[cH:3][c:4]([C:8]2([c:19]3[cH:20][c:21]([CH:25]4[CH2:26][CH2:27]4)[n:22][cH:23][cH:24]3)[N:9]=[C:10]([NH2:18])[c:11]3[c:12]([F:17])[cH:13][cH:14][cH:15][c:16]32)[cH:5][cH:6][cH:7]1.[C:37](=[O:38])([O-:39])[O-:40].[CH3:43][O:44][CH2:45][CH2:46][O:47][CH3:48].[CH3:49][CH2:50][OH:51].[CH3:53][CH2:54][O:55][C:56]([CH3:57])=[O:58].[Cs+:41].[Cs+:42].[OH2:52].[n:28]1[cH:29][n:30][cH:31][c:32]([B:34]([OH:35])[OH:36])[cH:33]1>>[c:2]1(-[c:32]2[cH:31][n:30][cH:29][n:28][cH:33]2)[cH:3][c:4]([C:8]2([c:19]3[cH:20][c:21]([CH:25]4[CH2:26][CH2:27]4)[n:22][cH:23][cH:24]3)[N:9]=[C:10]([NH2:18])[c:11]3[c:12]([F:17])[cH:13][cH:14][cH:15][c:16]32)[cH:5][cH:6][cH:7]1. Starting materials: COCCOC, CC1=C(C(=O)OCCC#N)C(c2cccc(Cl)c2Cl)C(c2nnco2)=C(C)N1, [Na+], [OH-], O. Yields the product CC1=C(C(=O)O)C(c2cccc(Cl)c2Cl)C(c2nnco2)=C(C)N1. As a reaction SMILES: [CH2:32]([CH2:33][O:34][CH3:35])[O:36][CH3:37].[CH3:1][C:2]1=[C:7]([C:8](=[O:9])[O:10][CH2:11][CH2:12][C:13]#[N:14])[CH:6]([c:15]2[c:16]([Cl:22])[c:17]([Cl:21])[cH:18][cH:19][cH:20]2)[C:5]([c:23]2[o:24][cH:25][n:26][n:27]2)=[C:4]([CH3:28])[NH:3]1.[Na+:30].[OH-:29].[OH2:31]>>[CH3:1][C:2]1=[C:7]([C:8](=[O:9])[OH:10])[CH:6]([c:15]2[c:16]([Cl:22])[c:17]([Cl:21])[cH:18][cH:19][cH:20]2)[C:5]([c:23]2[o:24][cH:25][n:26][n:27]2)=[C:4]([CH3:28])[NH:3]1. Reactants: CC1=C(C#N)C(c2ccc(C#N)cc2S(C)(=O)=O)NC(=O)N1c1cccc(C(F)(F)F)c1, C1CCOC1, O=C(Cl)OCc1ccccc1, [H-], [Na+]. The product is CC1=C(C#N)C(c2ccc(C#N)cc2S(C)(=O)=O)N(C(=O)OCc2ccccc2)C(=O)N1c1cccc(C(F)(F)F)c1. As a reaction SMILES: [C:1](#[N:2])[c:3]1[cH:4][c:5]([S:29](=[O:30])(=[O:31])[CH3:32])[c:6]([CH:9]2[NH:10][C:11](=[O:28])[N:12]([c:18]3[cH:19][c:20]([C:24]([F:25])([F:26])[F:27])[cH:21][cH:22][cH:23]3)[C:13]([CH3:17])=[C:14]2[C:15]#[N:16])[cH:7][cH:8]1.[CH2:46]1[O:47][CH2:48][CH2:49][CH2:50]1.[Cl:35][C:36](=[O:37])[O:38][CH2:39][c:40]1[cH:41][cH:42][cH:43][cH:44][cH:45]1.[H-:33].[Na+:34]>>[C:1](#[N:2])[c:3]1[cH:4][c:5]([S:29](=[O:30])(=[O:31])[CH3:32])[c:6]([CH:9]2[N:10]([C:36](=[O:37])[O:38][CH2:39][c:40]3[cH:41][cH:42][cH:43][cH:44][cH:45]3)[C:11](=[O:28])[N:12]([c:18]3[cH:19][c:20]([C:24]([F:25])([F:26])[F:27])[cH:21][cH:22][cH:23]3)[C:13]([CH3:17])=[C:14]2[C:15]#[N:16])[cH:7][cH:8]1.